Dataset: the Open Reaction Database (ORD), a public repository of structured organic reaction records. Task: describe an organic reaction: reactants, conditions, products, and yield Reactants: C1COCCN1, CC1(C)OB(c2ccc(CC(=O)O)cc2)OC1(C)C. The product is CC1(C)OB(c2ccc(CC(=O)N3CCOCC3)cc2)OC1(C)C. As a reaction SMILES: [CH2:20]1[CH2:21][O:22][CH2:23][CH2:24][NH:25]1.[CH3:1][C:2]1([CH3:19])[O:3][B:4]([c:9]2[cH:10][cH:11][c:12]([CH2:15][C:16](=[O:17])[OH:18])[cH:13][cH:14]2)[O:5][C:6]1([CH3:7])[CH3:8]>>[CH3:1][C:2]1([CH3:19])[O:3][B:4]([c:9]2[cH:10][cH:11][c:12]([CH2:15][C:16](=[O:18])[N:25]3[CH2:20][CH2:21][O:22][CH2:23][CH2:24]3)[cH:13][cH:14]2)[O:5][C:6]1([CH3:7])[CH3:8]. Starting materials: ClCCCl, COc1ccccc1-c1noc(C)c1C(=O)O, CN(C)c1ccncc1, ClCCl, O=C(O)C(F)(F)F, N#Cc1cc(Cl)c(N2CCNCC2)cc1N. The product is COc1ccccc1-c1noc(C)c1C(=O)N1CCN(c2cc(N)c(C#N)cc2Cl)CC1. As a reaction SMILES: [CH2:41]([Cl:42])[CH2:43][Cl:44].[CH3:1][O:2][c:3]1[c:4](-[c:9]2[n:10][o:11][c:12]([CH3:17])[c:13]2[C:14](=[O:15])[OH:16])[cH:5][cH:6][cH:7][cH:8]1.[CH3:45][N:46]([c:47]1[cH:48][cH:49][n:50][cH:51][cH:52]1)[CH3:53].[Cl:54][CH2:55][Cl:56].[F:34][C:35]([F:36])([F:37])[C:38]([OH:39])=[O:40].[NH2:18][c:19]1[c:20]([C:21]#[N:22])[cH:23][c:24]([Cl:33])[c:25]([N:27]2[CH2:28][CH2:29][NH:30][CH2:31][CH2:32]2)[cH:26]1>>[CH3:1][O:2][c:3]1[c:4](-[c:9]2[n:10][o:11][c:12]([CH3:17])[c:13]2[C:14](=[O:16])[N:30]2[CH2:29][CH2:28][N:27]([c:25]3[c:24]([Cl:33])[cH:23][c:20]([C:21]#[N:22])[c:19]([NH2:18])[cH:26]3)[CH2:32][CH2:31]2)[cH:5][cH:6][cH:7][cH:8]1. Starting materials: FC(S(=O)(=O)[O-])(F)F.FC(C[I+]C1=CC=CC=C1)(F)F ((2,2,2-trifluoroethyl)phenyliodonium trifluoromethanesulfonate), NC1=CC=CC=C1 (aniline). Run in C(Cl)Cl (methylene chloride). Yields the product FC(CNC1=CC=CC=C1)(F)F (N-(2,2,2-trifluoroethyl)aniline). Yield: 90.8%. RXN SMILES: FC(F)(F)S([O-])(=O)=O.[F:9][C:10]([F:20])([F:19])[CH2:11][I+]C1C=CC=CC=1.[NH2:21][C:22]1[CH:27]=[CH:26][CH:25]=[CH:24][CH:23]=1>C(Cl)Cl>[F:9][C:10]([F:20])([F:19])[CH2:11][NH:21][C:22]1[CH:27]=[CH:26][CH:25]=[CH:24][CH:23]=1 |f:0.1|. Reported procedure: 250 mg (0.573 mmol) of (2,2,2-trifluoroethyl)phenyliodonium trifluoromethanesulfonate, 107 mg (1.15 mmol) of aniline and 5 ml of methylene chloride were reacted and worked up in the same manner as described in Reference Example 4 to obtain 91.1 mg of N-(2,2,2-trifluoroethyl)aniline as an oily substance. Yield, 92%. The reactants are C(CCl)Cl (EDC), N(=[N+]=[N-])CCOCCOCC(CCC(=O)O)=O (5-[2-(2-azidoethoxy)ethoxy]-4-oxopentanoic acid), CC[C@@]1(C2=C(COC1=O)C(=O)N3CC=4C=C5C=CC=CC5=NC4C3=C2)O (camptothecin). The reagents and catalysts are CN(C)C=1C=CN=CC1 (DMAP). The solvent is ClCCl (dichloromethane). Conditions: time 8 hour. Product: CC[C@@]1(C2=C(COC1=O)C(=O)N3CC=4C=C5C=CC=CC5=NC4C3=C2)O.[N-]=[N+]=[N-] (Camptothecin azide). As a reaction SMILES: [N:1](CCOCCOCC(=O)CCC(O)=O)=[N+:2]=[N-:3].C(Cl)CCl.[CH3:22][CH2:23][C@@:24]1([OH:47])[C:29](=[O:30])[O:28][CH2:27][C:26]2[C:31]([N:33]3[C:45](=[CH:46][C:25]1=2)[C:44]1[N:43]=[C:42]2[C:37]([CH:38]=[CH:39][CH:40]=[CH:41]2)=[CH:36][C:35]=1[CH2:34]3)=[O:32]>ClCCl.CN(C1C=CN=CC=1)C>[CH3:22][CH2:23][C@@:24]1([OH:47])[C:29](=[O:30])[O:28][CH2:27][C:26]2[C:31]([N:33]3[C:45](=[CH:46][C:25]1=2)[C:44]1[N:43]=[C:42]2[C:37]([CH:38]=[CH:39][CH:40]=[CH:41]2)=[CH:36][C:35]=1[CH2:34]3)=[O:32].[N-:1]=[N+:2]=[N-:3] |f:5.6|. Procedure details: A solution of 70 mg of 5-[2-(2-azidoethoxy)ethoxy]-4-oxopentanoic acid in 10 mL of dichloromethane was cooled in an ice-water bath, and treated with 55 mg of EDC, followed by 35 mg of DMAP and 50 mg of camptothecin. The reaction was then allowed to warm to room temperature and stirred overnight as the solution slowly became homogeneous. The reaction mixture was then concentrated and applied to a silica gel column, which was eluted first with 1-2% methanol in dichloromethane. The appropriate frac... The reactants are Br(=O)(=O)[O-].[Na+] (sodium bromate), S(=O)(O)[O-].[Na+] (sodium hydrogensulfite), CC1=C(C=C(C(=O)O)C=C1)C(F)(F)F (4-methyl-3-trifluoromethylbenzoic acid), C(C)(=O)OC(C)C (isopropyl acetate). Solvent: O (water), O (water). The product is BrCC1=C(C=C(C(=O)O)C=C1)C(F)(F)F (4-(bromomethyl)-3-trifluoromethylbenzoic acid). Yield: 60.1%. Reaction SMILES: [CH3:1][C:2]1[CH:10]=[CH:9][C:5]([C:6]([OH:8])=[O:7])=[CH:4][C:3]=1[C:11]([F:14])([F:13])[F:12].C(OC(C)C)(=O)C.[Br:22]([O-])(=O)=O.[Na+].S([O-])(O)=O.[Na+]>O>[Br:22][CH2:1][C:2]1[CH:10]=[CH:9][C:5]([C:6]([OH:8])=[O:7])=[CH:4][C:3]=1[C:11]([F:12])([F:13])[F:14] |f:2.3,4.5|. Procedure details: To 60.0 g of 4-methyl-3-trifluoromethylbenzoic acid was added 600 ml of isopropyl acetate. Under stirring at room temperature, a solution of 133.0 g of sodium bromate in 420 ml of water and a solution of 91.7 g of sodium hydrogensulfite in 180 ml of water were added in turn. The mixture was gradually heated from 30° C. up to 50° C. at intervals of 10° C. and stirred until the color of the reaction solution disappeared. The aqueous layer was separated to remove, and to the organic layer were adde...